Task: describe an organic reaction: reactants, conditions, products, and yield. Dataset: the Open Reaction Database (ORD), a public repository of structured organic reaction records The reactants are CC#N, Nc1c(-c2ccc(Cl)cc2)c(-c2ccc(Cl)cc2Cl)nc2c1cnn2-c1ccccc1, Cl, O=N[O-], [Na+], [Na+], O=C([O-])O. Yields the product Clc1ccc(-c2c(-c3ccc(Cl)cc3Cl)nc3c(cnn3-c3ccccc3)c2Cl)cc1. As a reaction SMILES: [CH3:42][C:43]#[N:44].[Cl:1][c:2]1[cH:3][cH:4][c:5](-[c:8]2[c:9]([NH2:31])[c:10]3[c:11]([n:12][c:13]2-[c:14]2[c:15]([Cl:21])[cH:16][c:17]([Cl:20])[cH:18][cH:19]2)[n:22](-[c:25]2[cH:26][cH:27][cH:28][cH:29][cH:30]2)[n:23][cH:24]3)[cH:6][cH:7]1.[ClH:32].[N:33]([O-:34])=[O:35].[Na+:36].[Na+:41].[O-:37][C:38]([OH:39])=[O:40]>>[Cl:1][c:2]1[cH:3][cH:4][c:5](-[c:8]2[c:9]([Cl:32])[c:10]3[c:11]([n:12][c:13]2-[c:14]2[c:15]([Cl:21])[cH:16][c:17]([Cl:20])[cH:18][cH:19]2)[n:22](-[c:25]2[cH:26][cH:27][cH:28][cH:29][cH:30]2)[n:23][cH:24]3)[cH:6][cH:7]1. The reactants are COc1cccc(CO)c1, C1CCOC1, BrP(Br)Br. The product is COc1cccc(CBr)c1. Reaction SMILES: [CH3:1][O:2][c:3]1[cH:4][c:5]([CH2:6][OH:7])[cH:8][cH:9][cH:10]1.[O:15]1[CH2:16][CH2:17][CH2:18][CH2:19]1.[P:11]([Br:12])([Br:13])[Br:14]>>[CH3:1][O:2][c:3]1[cH:4][c:5]([CH2:6][Br:12])[cH:8][cH:9][cH:10]1. Starting materials: COCCOC1=NOC(=N1)C1CN(CC(C1)C1=CC=C(C=C1)OC(F)(F)F)C(=O)N1CCSCC1 ({3-[3-(2-Methoxyethoxy)-1,2,4-oxadiazol-5-yl]-5-[4-(trifluoromethoxy)phenyl]piperidin-1-yl}-(thiomorpholin-4-yl)methanone), ClC1=CC(=CC=C1)C(=O)OO (meta-chloroperbenzoic acid). The product is COCCOC1=NOC(=N1)C1CN(CC(C1)C1=CC=C(C=C1)OC(F)(F)F)C(=O)N1CCS(CC1)=O ({3-[3-(2-Methoxyethoxy)-1,2,4-oxadiazol-5-yl]-5-[4-(trifluoromethoxy)phenyl]piperidin-1-yl}-(1-oxidothiomorpholin-4-yl)methanone). Isolated yield 17.9%. RXN SMILES: [CH3:1][O:2][CH2:3][CH2:4][O:5][C:6]1[N:10]=[C:9]([CH:11]2[CH2:16][CH:15]([C:17]3[CH:22]=[CH:21][C:20]([O:23][C:24]([F:27])([F:26])[F:25])=[CH:19][CH:18]=3)[CH2:14][N:13]([C:28]([N:30]3[CH2:35][CH2:34][S:33][CH2:32][CH2:31]3)=[O:29])[CH2:12]2)[O:8][N:7]=1.ClC1C=CC=C(C(OO)=[O:44])C=1>>[CH3:1][O:2][CH2:3][CH2:4][O:5][C:6]1[N:10]=[C:9]([CH:11]2[CH2:16][CH:15]([C:17]3[CH:18]=[CH:19][C:20]([O:23][C:24]([F:26])([F:27])[F:25])=[CH:21][CH:22]=3)[CH2:14][N:13]([C:28]([N:30]3[CH2:35][CH2:34][S:33](=[O:44])[CH2:32][CH2:31]3)=[O:29])[CH2:12]2)[O:8][N:7]=1. Procedure details: 60.0 mg (0.116 mmol) of the compound from Example 42 were reacted according to General Method 2 with 36.1 mg (0.105 mmol) of meta-chloroperbenzoic acid. Enantiomer separation of the racemate according to Method 2D gave 10.0 mg of the title compound of Example 43 (enantiomer 1). Procedure details: Using 1 g of N-(2-dimethylaminoethyl)-N-(trans-4-methylcyclohexyl)-3,4-methylenedioxycinnamamide (Example 81), 60 ml of methanol, and 0.05 g of 10% palladium-carbon, a reaction similar to that conducted in Example 76 was carried out. As a result, 0.91 g of N-(2-dimethylaminoethyl)-N-(trans-4-methylcyclohexyl)-3-(3,4-methylenedioxyphenyl)propionamide (a compound of the present invention) was obtained as a colorless oil, which had the following physiochemical properties: RXN SMILES: [CH3:1][N:2]([CH3:26])[CH2:3][CH2:4][N:5]([C@H:19]1[CH2:24][CH2:23][C@H:22]([CH3:25])[CH2:21][CH2:20]1)[C:6](=[O:18])[CH:7]=[CH:8][C:9]1[CH:14]=[CH:13][C:12]2[O:15][CH2:16][O:17][C:11]=2[CH:10]=1>[C].[Pd].CO>[CH3:26][N:2]([CH3:1])[CH2:3][CH2:4][N:5]([C@H:19]1[CH2:24][CH2:23][C@H:22]([CH3:25])[CH2:21][CH2:20]1)[C:6](=[O:18])[CH2:7][CH2:8][C:9]1[CH:14]=[CH:13][C:12]2[O:15][CH2:16][O:17][C:11]=2[CH:10]=1 |f:1.2|. Yields the product CN(CCN(C(CCC1=CC2=C(C=C1)OCO2)=O)[C@@H]2CC[C@H](CC2)C)C (N-(2-dimethylaminoethyl)-N-(trans-4-methylcyclohexyl)-3-(3,4-methylenedioxyphenyl)propionamide). The solvent is CO (methanol). The yield is 90.5%. Reactants: CN(CCN(C(C=CC1=CC2=C(C=C1)OCO2)=O)[C@@H]2CC[C@H](CC2)C)C (N-(2-dimethylaminoethyl)-N-(trans-4-methylcyclohexyl)-3,4-methylenedioxycinnamamide). The reagents and catalysts are [C].[Pd] (palladium-carbon). The reactants are CC(C)(C)OC(=O)N1CCC(CNC(=O)OCc2ccccc2)CC1, ClCCl, O=C(O)C(F)(F)F. The product is O=C(NCC1CCNCC1)OCc1ccccc1. Reaction SMILES: [C:1]([O:2][C:3](=[O:4])[N:8]1[CH2:9][CH2:10][CH:11]([CH2:14][NH:15][C:16](=[O:17])[O:18][CH2:19][c:20]2[cH:21][cH:22][cH:23][cH:24][cH:25]2)[CH2:12][CH2:13]1)([CH3:5])([CH3:6])[CH3:7].[CH2:33]([Cl:34])[Cl:35].[F:26][C:27]([F:28])([F:29])[C:30]([OH:31])=[O:32]>>[NH:8]1[CH2:9][CH2:10][CH:11]([CH2:14][NH:15][C:16](=[O:17])[O:18][CH2:19][c:20]2[cH:21][cH:22][cH:23][cH:24][cH:25]2)[CH2:12][CH2:13]1.